This data is from the Open Reaction Database (ORD), a public repository of structured organic reaction records. The task is: describe an organic reaction: reactants, conditions, products, and yield Reactants: ClC1=NC(=CC=C1)Cl (2,6-Dichloropyridine), ClC1=NC(=CC=C1[N+](=O)[O-])Cl (2,6-dichloro-3-nitropyridine), C(C)(=O)N1CCNCC1 (N-acetyl-piperazine), [N+](=O)(O)[O-] (nitric acid), S(O)(O)(=O)=O (sulfuric acid). Solvent: C(Cl)(Cl)Cl (chloroform). Procedure: 2,6-Dichloropyridine is nitrated with fuming nitric acid and concentrated sulfuric acid. The product, 2,6-dichloro-3-nitropyridine, is allowed to react with N-acetyl-piperazine in chloroform to give 2-(4-acetyl-1-piperazinyl)-6-chloro-3-nitropyridine (m.p. 137°-138° C.). The compound obtained is treated with aqueous ammoniaethanol in an autoclave to give 2-(4-acetyl-1-piperazinyl)-6-amino-3-nitropyridine (m.p. 202°-203° C.), which is then acetylated with acetic anhydride in acetic acid to give 6... As a reaction SMILES: ClC1C=CC=C(Cl)N=1.[N+]([O-])(O)=O.S(=O)(=O)(O)O.Cl[C:19]1[C:24]([N+:25]([O-:27])=[O:26])=[CH:23][CH:22]=[C:21]([Cl:28])[N:20]=1.[C:29]([N:32]1[CH2:37][CH2:36][NH:35][CH2:34][CH2:33]1)(=[O:31])[CH3:30]>C(Cl)(Cl)Cl>[C:29]([N:32]1[CH2:37][CH2:36][N:35]([C:19]2[C:24]([N+:25]([O-:27])=[O:26])=[CH:23][CH:22]=[C:21]([Cl:28])[N:20]=2)[CH2:34][CH2:33]1)(=[O:31])[CH3:30]. Yields the product C(C)(=O)N1CCN(CC1)C1=NC(=CC=C1[N+](=O)[O-])Cl (2-(4-acetyl-1-piperazinyl)-6-chloro-3-nitropyridine). The reactants are [Al+3], CCC(CC)C(=O)Cl, [Cl-], [Cl-], [Cl-], Cc1coc2ccc(F)cc12, C[N+](=O)[O-], O. The product is CCC(CC)C(=O)c1oc2ccc(F)cc2c1C. As a reaction SMILES: [Al+3:21].[CH2:12]([CH3:13])[CH:14]([C:15](=[O:16])[Cl:17])[CH2:18][CH3:19].[Cl-:20].[Cl-:22].[Cl-:23].[F:1][c:2]1[cH:3][cH:4][c:5]2[c:6]([c:7]([CH3:10])[cH:8][o:9]2)[cH:11]1.[N+:25]([CH3:26])([O-:27])=[O:28].[OH2:24]>>[F:1][c:2]1[cH:3][cH:4][c:5]2[c:6]([c:7]([CH3:10])[c:8]([C:15]([CH:14]([CH2:12][CH3:13])[CH2:18][CH3:19])=[O:16])[o:9]2)[cH:11]1.